This data is from the Open Reaction Database (ORD), a public repository of structured organic reaction records. The task is: describe an organic reaction: reactants, conditions, products, and yield Starting materials: C1COC(OCC)(C2=CNC(=C2)C(CCCCCCCCCCCC)=O)OSS1 (ethyl 5-tridecanoylpyrrole-3-carboxylate dithioethylene ketal). Reagents/catalysts: [Ni] (Raney-nickel). Solvent: C(C)O (ethanol). The product is C(CCCCCCCCCCCC)C1=CC(=CN1)C(=O)OCC (ethyl 5-tridecylpyrrole-3-carboxylate). The yield is 88.9%. Reaction SMILES: [CH2:1]1SSO[C:4]([C:8]2[CH:12]=[C:11]([C:13](=O)[CH2:14][CH2:15][CH2:16][CH2:17][CH2:18][CH2:19][CH2:20][CH2:21][CH2:22][CH2:23][CH2:24][CH3:25])[NH:10][CH:9]=2)([O:5]CC)[O:3][CH2:2]1>C(O)C.[Ni]>[CH2:13]([C:11]1[NH:10][CH:9]=[C:8]([C:4]([O:3][CH2:2][CH3:1])=[O:5])[CH:12]=1)[CH2:14][CH2:15][CH2:16][CH2:17][CH2:18][CH2:19][CH2:20][CH2:21][CH2:22][CH2:23][CH2:24][CH3:25]. Procedure details: A mixture of 3.74 g (9.1 mmol) of ethyl 5-tridecanoylpyrrole-3-carboxylate dithioethylene ketal prepared in Sythetic Example 5 and 30 ml of Raney-nickel in 200 ml of ethanol was heated under reflux for 2 hours. After filteration through celite, the separated Raney-nickel was washed well with ethanol. The solvent was removed under reduced pressure, the residue was purified by subjecting it to silica gel column chromatography (eluent: ethyl acetate/hexane=1/7) to obtain 2.60 g (89% yield) of ethyl... Starting materials: BrCC1CC1 ((bromomethyl)cyclopropane), C(C)(C)[N-]C(C)C.[Li+] (lithium diisopropylamide), C(#N)C1CCN(CC1)C(=O)OC(C)(C)C (tert-butyl 4-cyanopiperidine-1-carboxylate). Solvent: C1CCOC1 (THF), [Cl-].[Na+].O (brine), C1CCOC1 (THF), C1CCOC1 (THF). Conditions: temperature -70 celsius, time 1 hour. Product: C(#N)C1(CCN(CC1)C(=O)OC(C)(C)C)CC1CC1 (Tert-butyl 4-cyano-4-(cyclopropylmethyl)piperidine-1-carboxylate). RXN SMILES: C([N-]C(C)C)(C)C.[Li+].[C:9]([CH:11]1[CH2:16][CH2:15][N:14]([C:17]([O:19][C:20]([CH3:23])([CH3:22])[CH3:21])=[O:18])[CH2:13][CH2:12]1)#[N:10].Br[CH2:25][CH:26]1[CH2:28][CH2:27]1>C1COCC1.[Cl-].[Na+].O>[C:9]([C:11]1([CH2:25][CH:26]2[CH2:28][CH2:27]2)[CH2:16][CH2:15][N:14]([C:17]([O:19][C:20]([CH3:23])([CH3:22])[CH3:21])=[O:18])[CH2:13][CH2:12]1)#[N:10] |f:0.1,5.6.7|. Procedure: To a stirred solution of lithium diisopropylamide (2M solution in THF; 60 ml; 0.12 mol) in THF (60 ml) at −70° C. was added tert-butyl 4-cyanopiperidine-1-carboxylate (21 g; 0.1 mol) in THF (150 ml) over 1 hour. The mixture was stirred at −70° C. for 1 hour and then (bromomethyl)cyclopropane (17.53 g; 0.13 mol) in THF (20 ml) was added. The solution was stirred at −70° C. for 1 hour then allowed to warm to ambient temperature over 2 hours. The reaction was poured into brine (150 ml) and extracte... Starting materials: C([O-])([O-])=O.[K+].[K+] (potassium carbonate), ClC(C(=O)Cl)(Cl)Cl (trichloroacetyl chloride), ClC1=CC=C(C=C1)C=1NC=CC1 (2-(p-chlorophenyl)pyrrole). Solvent: C(C)(=O)OCC (ethyl acetate), CCOCC (ether), CCOCC (ether). Run at time 4 hour. The product is ClC(Cl)(Cl)C(=O)C1(C=CC=N1)C1=CC=C(C=C1)Cl (5-(p-Chlorophenyl)pyrrol-5-yl trichloromethyl ketone). The yield is 77.7%. As a reaction SMILES: [Cl:1][C:2]([Cl:7])([Cl:6])[C:3](Cl)=[O:4].[Cl:8][C:9]1[CH:14]=[CH:13][C:12]([C:15]2[NH:16][CH:17]=[CH:18][CH:19]=2)=[CH:11][CH:10]=1.C(=O)([O-])[O-].[K+].[K+]>CCOCC.C(OCC)(=O)C>[Cl:1][C:2]([C:3]([C:15]1([C:12]2[CH:13]=[CH:14][C:9]([Cl:8])=[CH:10][CH:11]=2)[N:16]=[CH:17][CH:18]=[CH:19]1)=[O:4])([Cl:7])[Cl:6] |f:2.3.4|. Procedure: A solution of trichloroacetyl chloride (11.26 g, 0.0619 mol) in ether is treated with a solution of 2-(p-chlorophenyl)pyrrole (10.0 g, 0.0503 mol) in ether, stirred for four hours at room temperature, treated with saturated potassium carbonate solution and diluted with ethyl acetate. The organic phase is separated, washed with brine, dried over anhydrous magnesium sulfate and concentrated in vacuo to obtain a yellow solid. The solid is recrystallized from 2-propanol to give the title product as ... Starting materials: CO, COC(=O)CC#N, FC(F)(F)c1cnc(Cl)c(Cl)c1, Cl, [H-], [H][H], [Na+], CN(C)C=O, O. Product: COC(=O)C(C#N)c1ncc(C(F)(F)F)cc1Cl. As a reaction SMILES: [CH3:31][OH:32].[CH3:3][O:4][C:5](=[O:6])[CH2:7][C:8]#[N:9].[Cl:12][c:13]1[n:14][cH:15][c:16]([C:20]([F:21])([F:22])[F:23])[cH:17][c:18]1[Cl:19].[ClH:24].[H-:1].[H:10][H:11].[Na+:2].[O:25]=[CH:26][N:27]([CH3:28])[CH3:29].[OH2:30]>>[CH3:3][O:4][C:5](=[O:6])[CH:7]([C:8]#[N:9])[c:13]1[n:14][cH:15][c:16]([C:20]([F:21])([F:22])[F:23])[cH:17][c:18]1[Cl:19]. The reactants are [Cl-].[Cl-].[Ca+2] (CaCl2), [H-].[Na+] (sodium hydride), ClC=1N(C=2C(=NC=CC2)N1)C (2-chloro-1-methyl-1H-imidazo[4,5-b]pyridine), C(C)N1C(N(C2=NC=CC=C21)C2=CC=C(C=C2)O)=O (1-ethyl-3-(4-hydroxyphenyl)-1,3-dihydro-2H-imidazo[4,5-b]pyridin-2-one), Cl (HCl). The solvent is CN(C)C=O (DMF). Product: C(C)N1C(N(C2=NC=CC=C21)C2=CC=C(C=C2)OC=2N(C=1C(=NC=CC1)N2)C)=O (1-ethyl-3-{4-[(1-methyl-1H-imidazo[4,5-b]pyridin-2-yl)oxy]phenyl}-1,3-dihydro-2H-imidazo[4,5-b]pyridin-2-one). The yield is 65.2%. As a reaction SMILES: [H-].[Na+].Cl[C:4]1[N:5]([CH3:13])[C:6]2[C:7]([N:12]=1)=[N:8][CH:9]=[CH:10][CH:11]=2.[CH2:14]([N:16]1[C:24]2[C:19](=[N:20][CH:21]=[CH:22][CH:23]=2)[N:18]([C:25]2[CH:30]=[CH:29][C:28]([OH:31])=[CH:27][CH:26]=2)[C:17]1=[O:32])[CH3:15].[Cl-].[Cl-].[Ca+2].Cl>CN(C=O)C>[CH2:14]([N:16]1[C:24]2[C:19](=[N:20][CH:21]=[CH:22][CH:23]=2)[N:18]([C:25]2[CH:26]=[CH:27][C:28]([O:31][C:4]3[N:5]([CH3:13])[C:6]4[C:7]([N:12]=3)=[N:8][CH:9]=[CH:10][CH:11]=4)=[CH:29][CH:30]=2)[C:17]1=[O:32])[CH3:15] |f:0.1,4.5.6|. Reported procedure: The mixture of sodium hydride (14.32 mg), 2-chloro-1-methyl-1H-imidazo[4,5-b]pyridine (100 mg) and 1-ethyl-3-(4-hydroxyphenyl)-1,3-dihydro-2H-imidazo[4,5-b]pyridin-2-one (152 mg) in DMF (3 mL) was stirred at 180° C. under a dry atmosphere (CaCl2 tube) for 20 min. The mixture was neutralized with 1N HCl at 0° C. and extracted with EtOAc. The organic layer was separated, washed with water and brine, dried over MgSO4 and concentrated in vacuo. The residue was purified by column chromatography (sili...